From a dataset of the Open Reaction Database (ORD), a public repository of structured organic reaction records. describe an organic reaction: reactants, conditions, products, and yield The reactants are N1CCOCC1 (morpholine), C(C)(C)(C)OC(=O)NCC(=O)O (N-(tert-butoxycarbonyl)glycine), C(C)(C)N(C(C)C)CC (N,N-diisopropylethylamine), C(CCl)Cl (EDC), C=1C=CC2=C(C1)N=NN2O (HOBT). Run in CN(C)C=O (DMF). Run at time 8 hour. Product: C(C)(C)(C)OC(NCC(=O)N1CCOCC1)=O ((2-morpholin-4-yl-2-oxo-ethyl)-carbamic acid tert-butyl ester). The yield is 55.1%. Reaction SMILES: [C:1]([O:5][C:6]([NH:8][CH2:9][C:10]([OH:12])=O)=[O:7])([CH3:4])([CH3:3])[CH3:2].C(N(CC)C(C)C)(C)C.C(Cl)CCl.C1C=CC2N(O)N=NC=2C=1.[NH:36]1[CH2:41][CH2:40][O:39][CH2:38][CH2:37]1>CN(C=O)C>[C:1]([O:5][C:6](=[O:7])[NH:8][CH2:9][C:10]([N:36]1[CH2:41][CH2:40][O:39][CH2:38][CH2:37]1)=[O:12])([CH3:2])([CH3:3])[CH3:4]. Procedure: To a stirred solution of N-(tert-butoxycarbonyl)glycine (3.0 g, 17.1 mmol) in DMF (75 mL), N,N-diisopropylethylamine (14.9 mL, 85.5 mmol) was added, followed by EDC (3.6 g, 18.8 mmol) and HOBT (2.5 g, 18.8 mmol) at 0° C., under argon. The resulting mixture was stirred for 0.5 h after which time morpholine (3.0 mL, 34.2 mmol) was introduced in a dropwise manner. Upon complete addition, the reaction was warmed to ambient temperature, stirred overnight and concentrated. The resulting residue was di...